Dataset: the Open Reaction Database (ORD), a public repository of structured organic reaction records. Task: describe an organic reaction: reactants, conditions, products, and yield Reactants: COc1ccc(Cn2nnnc2C(=O)Nc2cc(OCCCOc3ccc(C(C)=O)c(O)c3CCC(F)(F)F)c(Cl)cc2C)cc1, COc1ccccc1, O=C(O)C(F)(F)F. Product: CC(=O)c1ccc(OCCCOc2cc(NC(=O)c3nnn[nH]3)c(C)cc2Cl)c(CCC(F)(F)F)c1O. RXN SMILES: [C:1]([CH3:2])(=[O:3])[c:4]1[c:5]([OH:46])[c:6]([CH2:40][CH2:41][C:42]([F:43])([F:44])[F:45])[c:7]([O:8][CH2:9][CH2:10][CH2:11][O:12][c:13]2[cH:14][c:15]([NH:21][C:22](=[O:23])[c:24]3[n:25][n:26][n:27][n:28]3[CH2:29][c:30]3[cH:31][cH:32][c:33]([O:34][CH3:35])[cH:36][cH:37]3)[c:16]([CH3:20])[cH:17][c:18]2[Cl:19])[cH:38][cH:39]1.[CH3:54][O:55][c:56]1[cH:57][cH:58][cH:59][cH:60][cH:61]1.[OH:47][C:48]([C:49]([F:50])([F:51])[F:52])=[O:53]>>[C:1]([CH3:2])(=[O:3])[c:4]1[c:5]([OH:46])[c:6]([CH2:40][CH2:41][C:42]([F:43])([F:44])[F:45])[c:7]([O:8][CH2:9][CH2:10][CH2:11][O:12][c:13]2[cH:14][c:15]([NH:21][C:22](=[O:23])[c:24]3[n:25][n:26][n:27][nH:28]3)[c:16]([CH3:20])[cH:17][c:18]2[Cl:19])[cH:38][cH:39]1.